Dataset: the Open Reaction Database (ORD), a public repository of structured organic reaction records. Task: describe an organic reaction: reactants, conditions, products, and yield Reactants: C(C)(=O)O[BH-](OC(C)=O)OC(C)=O.[Na+] (sodium triacetoxyborohydride), C(C1=CC=CC=C1)[C@H]1N(C(OC1)=O)C(C(CC=O)CC1=C(C=C(C=C1Cl)OCC1=CC=CC=C1)Cl)=O (4-(4-(R)-benzyl-2-oxo-oxazolidin-3-yl)-3-(4-benzyloxy-2,6-dichloro-benzyl)-4-oxo-butyraldehyde), NC1CCOCC1 (4-aminotetrahydropyran), C(C)(=O)O (acetic acid). Solvent: ClCCl (dichloromethane). Yields the product ClC1=C(C[C@H]2C(N(CC2)C2CCOCC2)=O)C(=CC(=C1)O)Cl ((R)-3-(2,6-dichloro-4-hydroxy-benzyl)-1-(tetrahydro-pyran-4-yl)-pyrrolidin-2-one). Yield: 71.6%. RXN SMILES: [CH2:1]([C@@H:8]1[CH2:12]OC(=O)[N:9]1[C:14](=[O:36])[CH:15]([CH2:19][C:20]1[C:25]([Cl:26])=[CH:24][C:23]([O:27]CC2C=CC=CC=2)=[CH:22][C:21]=1[Cl:35])[CH2:16][CH:17]=O)[C:2]1C=CC=CC=1.NC1CC[O:41][CH2:40]C1.C(O)(=O)C.C(O[BH-](OC(=O)C)OC(=O)C)(=O)C.[Na+]>ClCCl>[Cl:26][C:25]1[CH:24]=[C:23]([OH:27])[CH:22]=[C:21]([Cl:35])[C:20]=1[CH2:19][C@@H:15]1[CH2:16][CH2:17][N:9]([CH:8]2[CH2:1][CH2:2][O:41][CH2:40][CH2:12]2)[C:14]1=[O:36] |f:3.4|. Procedure details: Treat a solution of 4-(4-(R)-benzyl-2-oxo-oxazolidin-3-yl)-3-(4-benzyloxy-2,6-dichloro-benzyl)-4-oxo-butyraldehyde (Preparation 27) (10.4 g, 20 mmol) and 4-aminotetrahydropyran (2 g, 20 mmol) in dichloromethane (100 mL) with acetic acid (1 mL, 20 mmol). Stir the reaction 1 hr at room temperature then add sodium triacetoxyborohydride (12.6 g, 60 mmol) and stir for an additional 4 hr at room temperature. Quench with water and separate the organic layer. Wash with brine, dry over magnesium sulfate,... The reactants are N (ammonia), C(=O)(OCC1=CC=CC=C1)N1[C@H](C(=O)OC)C[C@H](C1)O (N-carbobenzyloxy-trans-4-hydroxy-L-proline, methyl ester), CN(C1=CC=CC=C1)C (dimethylaniline), C(=O)(Cl)Cl (phosgene), C(=O)(OCC1=CC=CC=C1)N1[C@H](C(=O)OC)C[C@H](C1)OC(=O)Cl (trans-N-carbobenzyloxy-4-[(chlorocarbonyl)oxy]-L-proline, methyl ester). Run in C1(=CC=CC=C1)C (toluene). Run at time 8 hour. Product: C(=O)(OCC1=CC=CC=C1)N1[C@H](C(=O)OC)C[C@H](C1)OC(=O)N (trans-N-carbobenzyloxy-4-[(aminocarbonyl)oxy]-L-proline, methyl ester). As a reaction SMILES: [C:1]([N:11]1[CH2:19][C@H:18]([OH:20])[CH2:17][C@H:12]1[C:13]([O:15][CH3:16])=[O:14])([O:3][CH2:4][C:5]1[CH:10]=[CH:9][CH:8]=[CH:7][CH:6]=1)=[O:2].CN(C)C1C=CC=CC=1.C(Cl)(Cl)=O.N.[C:35]([N:45]1C[C@H](OC(Cl)=O)C[C@H]1C(OC)=O)(OCC1C=CC=CC=1)=[O:36]>C1(C)C=CC=CC=1>[C:1]([N:11]1[CH2:19][C@H:18]([O:20][C:35]([NH2:45])=[O:36])[CH2:17][C@H:12]1[C:13]([O:15][CH3:16])=[O:14])([O:3][CH2:4][C:5]1[CH:6]=[CH:7][CH:8]=[CH:9][CH:10]=1)=[O:2]. Procedure: A solution of equivalent quantities of N-carbobenzyloxy-trans-4-hydroxy-L-proline, methyl ester from Example 1, part b, and dimethylaniline is treated with a solution of phosgene in toluene. After standing overnight an equivalent quantity of ammonia is passed through the solution of trans-N-carbobenzyloxy-4-[(chlorocarbonyl)oxy]-L-proline, methyl ester. After standing for twelve hours at room temperature, the solution is washed with water, dried over magnesium sulfate, filtered and the solvent e... As a reaction SMILES: [Cl:1][C:2]1[CH:9]=[CH:8][CH:7]=[CH:6][C:3]=1[CH2:4]Cl.[Mg].[Cl:11][C:12]1[CH:17]=[CH:16][C:15]([C:18](=[O:21])[CH2:19][Cl:20])=[CH:14][CH:13]=1.[Cl-].[NH4+]>CCOCC.C1(C)C=CC=CC=1>[Cl:20][CH2:19][C:18]([C:15]1[CH:16]=[CH:17][C:12]([Cl:11])=[CH:13][CH:14]=1)([OH:21])[CH2:4][C:3]1[CH:6]=[CH:7][CH:8]=[CH:9][C:2]=1[Cl:1] |f:3.4|. Starting materials: ClC1=C(CCl)C=CC=C1 (2-chlorobenzyl chloride), ClC1=CC=C(C=C1)C(CCl)=O (para-chloro-ω-chloroacetophenone), [Cl-].[NH4+] (ammonium chloride), ClC1=C(CCl)C=CC=C1 (2-chlorobenzyl chloride), [Mg] (magnesium). Yield: 949.5%. Reported procedure: 5.0 g (0.031 mol) of 2-chlorobenzyl chloride are added within 5 minutes at from 24° to 36° C. to 9.7 g (0.404 mol) of magnesium turnings in 20 ml of absolute ether. After the reaction has commenced, a solution of 200 ml of absolute ether and 50.2 g (0.31 mol) of 2-chlorobenzyl chloride is added dropwise. The mixture is subsequently refluxed for about a further 10 minutes, the excess magnesium is decanted off under nitrogen, and the Grignard solution is cooled to 0° C. 55.7 g (0.3 mol) of para-ch... Conditions: temperature 0 celsius, time 1.5 hour. Solvent: CCOCC (ether), C1(=CC=CC=C1)C (toluene), CCOCC (ether). Product: ClCC(CC1=C(C=CC=C1)Cl)(O)C1=CC=C(C=C1)Cl (1-chloro-2-(4-chlorophenyl)-3-(2-chlorophenyl)propan-2-ol). RXN SMILES: [CH3:1][O:2][C:3](=[O:4])[c:5]1[n:6][c:7]([NH:10][C:11]([CH:12]([CH2:13][c:14]2[cH:15][cH:16][cH:17][cH:18][cH:19]2)[NH:20][C:21]([CH:22]([c:23]2[cH:24][c:25]([F:31])[c:26]([O:29][CH3:30])[cH:27][cH:28]2)[NH:32][C:33]([O:34][C:35]([CH3:36])([CH3:37])[CH3:38])=[O:39])=[O:40])=[O:41])[s:8][cH:9]1.[Cl:49][CH2:50][Cl:51].[OH:42][C:43]([C:44]([F:45])([F:46])[F:47])=[O:48]>>[CH3:1][O:2][C:3](=[O:4])[c:5]1[n:6][c:7]([NH:10][C:11]([CH:12]([CH2:13][c:14]2[cH:15][cH:16][cH:17][cH:18][cH:19]2)[NH:20][C:21]([CH:22]([c:23]2[cH:24][c:25]([F:31])[c:26]([O:29][CH3:30])[cH:27][cH:28]2)[NH2:32])=[O:40])=[O:41])[s:8][cH:9]1. Yields the product COC(=O)c1csc(NC(=O)C(Cc2ccccc2)NC(=O)C(N)c2ccc(OC)c(F)c2)n1. Reactants: COC(=O)c1csc(NC(=O)C(Cc2ccccc2)NC(=O)C(NC(=O)OC(C)(C)C)c2ccc(OC)c(F)c2)n1, ClCCl, O=C(O)C(F)(F)F. The reactants are SC1=NC2=C(N1CC1=CC=C(C=C1)C1=C(C=CC=C1)C1=NN=NN1)C(=CC=C2)C(=O)OCC (ethyl 2-mercapto-1-[[2′-(1H-tetrazol-5-yl)biphenyl-4-yl]methyl]benzimidazole-7-carboxylate), [OH-].[Na+] (NaOH), Cl (hydrochloric acid), CI (methyl iodide). Run in C(C)O (ethanol). Reaction conditions: time 2 hour. The product is CSC1=NC2=C(N1CC1=CC=C(C=C1)C1=C(C=CC=C1)C1=NN=NN1)C(=CC=C2)C(=O)OCC (Ethyl 2-methylthio-1-[[2′-(1H-tetrazol-5-yl)biphenyl-4-yl]methyl]benzimidazole-7-carboxylate). RXN SMILES: [SH:1][C:2]1[N:6]([CH2:7][C:8]2[CH:13]=[CH:12][C:11]([C:14]3[CH:19]=[CH:18][CH:17]=[CH:16][C:15]=3[C:20]3[NH:24][N:23]=[N:22][N:21]=3)=[CH:10][CH:9]=2)[C:5]2[C:25]([C:29]([O:31][CH2:32][CH3:33])=[O:30])=[CH:26][CH:27]=[CH:28][C:4]=2[N:3]=1.[OH-].[Na+].[CH3:36]I.Cl>C(O)C>[CH3:36][S:1][C:2]1[N:6]([CH2:7][C:8]2[CH:9]=[CH:10][C:11]([C:14]3[CH:19]=[CH:18][CH:17]=[CH:16][C:15]=3[C:20]3[NH:24][N:23]=[N:22][N:21]=3)=[CH:12][CH:13]=2)[C:5]2[C:25]([C:29]([O:31][CH2:32][CH3:33])=[O:30])=[CH:26][CH:27]=[CH:28][C:4]=2[N:3]=1 |f:1.2|. Procedure: To a solution of ethyl 2-mercapto-1-[[2′-(1H-tetrazol-5-yl)biphenyl-4-yl]methyl]benzimidazole-7-carboxylate (0.68 g) in ethanol (10 ml) containing 1N-NaOH (3.0 ml) was added methyl iodide (0.24 g), and the mixture was stirred at room temperature for 2 hours. The reaction mixture was neutralized with dilute hydrochloric acid to give crystals. The crystals were purified by column chromatography on silica gel. Recrystallization from ethyl acetate afforded colorless prisms (0.31 g, 44%), m.p. 207–20... Starting materials: CN(/C=C/C(=O)C1=NN(C=CC1=O)C=1C=C(C=CC1)S(=O)(=O)N(C)C)C (3-[3-((E)-3-Dimethylamino-acryloyl)-4-oxo-4H-pyridazin-1-yl]-N,N-dimethyl-benzenesulfonamide), N(=O)[O-].[Na+] (sodium nitrite), [Sn](Cl)Cl (tin(II) chloride), O1COC2=C1C=CC(=C2)NN (benzo[1,3]dioxol-5-yl-hydrazine), amino. Yields the product O1COC2=C1C=CC(=C2)N2N=CC=C2C2=NN(C=CC2=O)C=2C=C(C=CC2)S(=O)(=O)N(C)C (3-[3-(2-Benzo[1,3]dioxol-5-yl-2H-pyrazol-3-yl)-4-oxo-4H-pyridazin-1-yl]-N,N-dimethyl-benzenesulfonamide). As a reaction SMILES: CN(C)/[CH:3]=[CH:4]/[C:5]([C:7]1[C:12](=[O:13])[CH:11]=[CH:10][N:9]([C:14]2[CH:15]=[C:16]([S:20]([N:23]([CH3:25])[CH3:24])(=[O:22])=[O:21])[CH:17]=[CH:18][CH:19]=2)[N:8]=1)=O.[O:27]1[C:31]2[CH:32]=[CH:33][C:34]([NH:36][NH2:37])=[CH:35][C:30]=2[O:29][CH2:28]1.N([O-])=O.[Na+].[Sn](Cl)Cl>>[O:27]1[C:31]2[CH:32]=[CH:33][C:34]([N:36]3[C:5]([C:7]4[C:12](=[O:13])[CH:11]=[CH:10][N:9]([C:14]5[CH:15]=[C:16]([S:20]([N:23]([CH3:25])[CH3:24])(=[O:22])=[O:21])[CH:17]=[CH:18][CH:19]=5)[N:8]=4)=[CH:4][CH:3]=[N:37]3)=[CH:35][C:30]=2[O:29][CH2:28]1 |f:2.3|. Procedure: The product was obtained starting from 3-[3-((E)-3-Dimethylamino-acryloyl)-4-oxo-4H-pyridazin-1-yl]-N,N-dimethyl-benzenesulfonamide (A-12) and benzo[1,3]dioxol-5-yl-hydrazine (prepared from the corresponding amino derivative using sodium nitrite and tin(II) chloride as described in J. Med. Chem. 2003, 46, 4676-4686) according to the method described for example 91. MS: M=466.2 (M+H)+